Dataset: the Open Reaction Database (ORD), a public repository of structured organic reaction records. Task: describe an organic reaction: reactants, conditions, products, and yield The reactants are CN(C(CCC)=O)C1=CC=C(C=C1)[N+](=O)[O-] (N-Methyl-N-(4-nitrophenyl)butyramide). The reagents and catalysts are [Pd] (palladium on activated carbon). The solvent is C(C)O (ethanol). The product is NC1=CC=C(C=C1)N(C(CCC)=O)C (N-(4-Aminophenyl)-N-methylbutyramide). The yield is 103.4%. RXN SMILES: [CH3:1][N:2]([C:8]1[CH:13]=[CH:12][C:11]([N+:14]([O-])=O)=[CH:10][CH:9]=1)[C:3](=[O:7])[CH2:4][CH2:5][CH3:6]>C(O)C.[Pd]>[NH2:14][C:11]1[CH:10]=[CH:9][C:8]([N:2]([CH3:1])[C:3](=[O:7])[CH2:4][CH2:5][CH3:6])=[CH:13][CH:12]=1. Reported procedure: To a stirred solution of the product of step 1 (1.08 g, 4.88 mmol) in ethanol (20 mL) was added 10% palladium on activated carbon (0.100 g). The reaction vessel was evacuated and backfilled with nitrogen several times. After a final evacuation the reaction vessel was backfilled with hydrogen. After 3.5 hours the hydrogen atmosphere was removed and the mixture was filtered through Celite and concentrated to afford 0.97 g (100%) of product as an amber gum: 1H NMR (CDCl3) δ 6.93 (d, J=8.6 Hz, 1H), ... Run in P(=O)([O-])([O-])[O-].[K+].[K+].[K+] (potassium phosphate), P(=O)([O-])([O-])[O-].[K+].[K+].[K+] (potassium phosphate). Reactants: NC1=NC(=C2NC=NC2=N1)OCCC (2-Amino-6-propoxypurine), [C@@H]1(C[C@H](O)[C@@H](CO)O1)N1C(=O)NC(=O)C(C)=C1 (Thymidine), [OH-].[K+] (KOH), [C@@H]1(C[C@H](O)[C@@H](CO)O1)N1C(=O)NC(=O)C(C)=C1 (thymidine), purine nucleoside, [N-]=[N+]=[N-].[K+] (potassium azide), F[C@H]1[C@@H](O[C@@H]([C@H]1O)CO)N1C(=O)NC(=O)C=C1 (1-(2-deoxy-2-fluoro-β-D-ribofuranosyl)uracil), [N-]=[N+]=[N-].[K+] (potassium azide), purine nucleoside. Procedure details: 2-Amino-6-propoxypurine (0.3 g, 1.6 mmoles) which may be prepared according to R. W. Balsiger and J. A. Montgomery (J. Org. Chem. 25:1573, 1960) and 1-(2-deoxy-2-fluoro-β-D-ribofuranosyl)uracil (0.52 g, 2.1 mmoles) which may be prepared according to J. F. Codington et al. (J. Org. Chem. 29:558, 1964) were suspended in 50 ml of 2 mM potassium phosphate buffer, pH 7.0, which contained 0.04% (w/v) potassium azide. The pH of the suspension was adjusted to 7.0 with KOH. Thymidine phosphorylase (4,000... The product is NC1=NC(=C2N=CN(C2=N1)[C@H]1[C@@H]([C@H](O)[C@H](O1)CO)F)OCCC (2-Amino-9-(2-deoxy-2-fluoro-β-D-ribofuranosyl)-6-propoxy-9H-purine). Conditions: temperature 37 celsius. RXN SMILES: [NH2:1][C:2]1[N:10]=[C:9]2[C:5]([NH:6][CH:7]=[N:8]2)=[C:4]([O:11][CH2:12][CH2:13][CH3:14])[N:3]=1.[F:15][C@@H:16]1[C@H:20]([OH:21])[C@@H:19]([CH2:22][OH:23])[O:18][C@H:17]1N1C=CC(=O)NC1=O.[N-]=[N+]=[N-].[K+].[OH-].[K+].[C@@H]1(N2C=C(C)C(=O)NC2=O)O[C@H](CO)[C@@H](O)C1>P([O-])([O-])([O-])=O.[K+].[K+].[K+]>[NH2:1][C:2]1[N:10]=[C:9]2[C:5]([N:6]=[CH:7][N:8]2[C@@H:17]2[O:18][C@H:19]([CH2:22][OH:23])[C@@H:20]([OH:21])[C@H:16]2[F:15])=[C:4]([O:11][CH2:12][CH2:13][CH3:14])[N:3]=1 |f:2.3,4.5,7.8.9.10|. Reactants: CC1(C(CC1)C(=C)C)CCO (racemic 1-methyl-2-(1-methylethenyl)-cyclobutaneethanol), [Cr](=O)(=O)([O-])Cl.[NH+]1=CC=CC=C1 (pyridinium chlorochromate), racemic aldehyde, CC1(C(CC1)C(=C)C)CC=O (1-methyl-2-(1-methylethenyl)-cyclobutaneacetaldehyde). Product: CC1(C(CC1)C(=C)C)CC(=O)O (Racemic 1-methyl-2-(1-methylethenyl)-cyclobutaneacetic acid). Reaction SMILES: [CH3:1][C:2]1([CH2:9][CH2:10][OH:11])[CH2:5][CH2:4][CH:3]1[C:6]([CH3:8])=[CH2:7].CC1(CC=[O:22])CCC1C(C)=C.[Cr](Cl)([O-])(=O)=O.[NH+]1C=CC=CC=1>>[CH3:1][C:2]1([CH2:9][C:10]([OH:22])=[O:11])[CH2:5][CH2:4][CH:3]1[C:6]([CH3:8])=[CH2:7] |f:2.3|. Procedure details: A four gram sample of racemic 1-methyl-2-(1-methylethenyl)-cyclobutaneethanol (grandisol I) [2] (Bedoukian, Inc.) was oxidized to the corresponding racemic aldehyde, 1-methyl-2-(1-methylethenyl)-cyclobutaneacetaldehyde (grandisal) using pyridinium chlorochromate (Webster) (3.4 g, % yield 86.1). The racemic aldehyde was distilled under vacuum and a 3 gram sample was subsequently oxidized to racemic 1 using AgNO3 and NaOH (Pickett): nearly colorless oil (1.23 g, % yield 32.2); eims m/z (rel. int. ... Reactants: ClCCl, CCCCCCCCCCCCCCCC[N+](C)(C)C, [Cl-], O=C1CC(CCl)C(=O)N1c1ccc(F)cc1, N#C[K], O. Yields the product N#CCC1CC(=O)N(c2ccc(F)cc2)C1=O. Reaction SMILES: [CH2:17]([Cl:18])[Cl:19].[CH2:24]([N+:25]([CH3:26])([CH3:27])[CH3:28])[CH2:29][CH2:30][CH2:31][CH2:32][CH2:33][CH2:34][CH2:35][CH2:36][CH2:37][CH2:38][CH2:39][CH2:40][CH2:41][CH2:42][CH3:43].[Cl-:23].[Cl:1][CH2:2][CH:3]1[C:4](=[O:16])[N:5]([c:9]2[cH:10][cH:11][c:12]([F:15])[cH:13][cH:14]2)[C:6](=[O:8])[CH2:7]1.[K:20][C:21]#[N:22].[OH2:44]>>[CH2:2]([CH:3]1[C:4](=[O:16])[N:5]([c:9]2[cH:10][cH:11][c:12]([F:15])[cH:13][cH:14]2)[C:6](=[O:8])[CH2:7]1)[C:21]#[N:22]. Yield: 96.2%. RXN SMILES: C(Cl)(=O)C(Cl)=O.[CH:7]1([CH2:10][CH2:11][O:12][C:13]2[CH:21]=[CH:20][C:16]([C:17]([OH:19])=O)=[CH:15][CH:14]=2)[CH2:9][CH2:8]1.[NH2:22][CH2:23][C:24]([OH:26])=[O:25].Cl>CN(C=O)C.C(N(CC)CC)C.ClCCl>[CH:7]1([CH2:10][CH2:11][O:12][C:13]2[CH:14]=[CH:15][C:16]([C:17]([NH:22][CH2:23][C:24]([OH:26])=[O:25])=[O:19])=[CH:20][CH:21]=2)[CH2:8][CH2:9]1. Run at time 1.75 hour. Procedure details: Oxalyl chloride (8.64 mL, 99.0 mmol) and one drop of DMF were added to a solution of dichloromethane (30 mL) containing 4-(2-cyclopropylethoxy)benzoic acid (9.28 g, 45.0 mmol) prepared in Example 9 (9a) under ice-cooling. The mixture was stirred at room temperature for 1.75 hours, and the solvent was evaporated. Then, the resulting residue was suspended in THF (3 mL). This suspension added dropwise to a 50% THF aqueous solution (120 mL) containing glycine (4.41 g, 58.7 mmol) and triethylamine (1... The reactants are NCC(=O)O (glycine), C(C(=O)Cl)(=O)Cl (Oxalyl chloride), C1(CC1)CCOC1=CC=C(C(=O)O)C=C1 (4-(2-Cyclopropylethoxy)benzoic acid), Cl (hydrochloric acid). Reagents/catalysts: C(C)N(CC)CC (triethylamine), CN(C)C=O (DMF). The product is C1(CC1)CCOC1=CC=C(C(=O)NCC(=O)O)C=C1 (N-[4-(2-Cyclopropylethoxy)benzoyl]glycine). Solvent: ClCCl (dichloromethane). The reactants are FC(C1=C(C=CC=C1)NN)(F)F (2-trifluoromethylphenyl hydrazine), C1(=CC=CC=C1)C(C(=O)C1=CC=CC=C1)=O (1,2-diphenyl-ethane-1,2-dione). The product is FC(C1=C(C=CC=C1)NN=C(C(=O)C1=CC=CC=C1)C1=CC=CC=C1)(F)F (1,2-Diphenylethane-1,2-dione [2-(trifluoromethyl)phenyl]hydrazone). RXN SMILES: [F:1][C:2]([F:12])([F:11])[C:3]1[CH:8]=[CH:7][CH:6]=[CH:5][C:4]=1[NH:9][NH2:10].[C:13]1([C:19](=O)[C:20]([C:22]2[CH:27]=[CH:26][CH:25]=[CH:24][CH:23]=2)=[O:21])[CH:18]=[CH:17][CH:16]=[CH:15][CH:14]=1>>[F:1][C:2]([F:11])([F:12])[C:3]1[CH:8]=[CH:7][CH:6]=[CH:5][C:4]=1[NH:9][N:10]=[C:19]([C:13]1[CH:18]=[CH:17][CH:16]=[CH:15][CH:14]=1)[C:20]([C:22]1[CH:27]=[CH:26][CH:25]=[CH:24][CH:23]=1)=[O:21]. Procedure: 1,2-Diphenylethane-1,2-dione [2-(trifluoromethyl)phenyl]hydrazone was prepared from 2-trifluoromethylphenyl hydrazine and 1,2-diphenyl-ethane-1,2-dione according to the procedure of Step 1 Example 2. MS (ESI) m/z 369; MS (ESI) m/z 367; Reactants: C12CNCCC2CN1C1=NC2=CC=CC=C2N=C1 (2-(3,8-diaza-bicyclo[4.2.0]oct-8-yl)-quinoxaline), C12CN(CC2NC1)C(=O)C1=C(C=CC(=C1)C)N1N=CC=N1 ((3,6-Diaza-bicyclo[3.2.0]hept-3-yl)-(5-methyl-2-[1,2,3]triazol-2-yl-phenyl)-methanone), ClC1=NC(=CC(=N1)C)C (2-chloro-4,6-dimethylpyrimidine). The product is CC1=NC(=NC(=C1)C)N1C2CN(CC2C1)C(=O)C1=C(C=CC(=C1)C)N1N=CC=N1 (6-(4,6-Dimethylpyrimidin-2-yl)-3-{[5-methyl-2-(2H-1,2,3-triazol-2-yl)phenyl]carbonyl}-3,6-diazabicyclo[3.2.0]heptane). Reaction SMILES: C12[N:8]([C:9]3C=N[C:16]4[C:11](=[CH:12]C=[CH:14][CH:15]=4)[N:10]=3)CC1CCNC2.[CH:19]12[CH2:25][NH:24][CH:23]1[CH2:22][N:21]([C:26]([C:28]1[CH:33]=[C:32]([CH3:34])[CH:31]=[CH:30][C:29]=1[N:35]1[N:39]=[CH:38][CH:37]=[N:36]1)=[O:27])[CH2:20]2.ClC1N=C(C)C=C(C)N=1>>[CH3:12][C:11]1[CH:16]=[C:15]([CH3:14])[N:8]=[C:9]([N:24]2[CH2:25][CH:19]3[CH:23]2[CH2:22][N:21]([C:26]([C:28]2[CH:33]=[C:32]([CH3:34])[CH:31]=[CH:30][C:29]=2[N:35]2[N:39]=[CH:38][CH:37]=[N:36]2)=[O:27])[CH2:20]3)[N:10]=1. Reported procedure: The title compound was prepared in a manner analogous to Intermediate 2, Step A, using Intermediate 26 and 2-chloro-4,6-dimethylpyrimidine. MS (ESI) mass calcd. for O21H23N7O, 389.46; m/z found, 390.2 [M+H]+. Procedure details: To a solution of 2[(benzyloxy)methyl-8-methyl-2,3-dihydro[1,4]dioxino[2,3-f]quinoline (0.30 g, 0.94 mmol) in CH2Cl2 (8 mL) being cooled in an ice-bath, FeCl3 (0.77 g, 4.7 mmol) was added. After 1 h, the ice-bath was removed and the reaction mixture was stirred for another 4 h. CH2Cl2 (30 mL) and 1N NaOH (25 mL) were added to result in a suspension which was then filtered. The filtered solid was washed with CH3OH (50 mL). The combined organic layers were concentrated in vacuo. Purification on SiO... The product is CC1=NC2=CC=C3C(=C2C=C1)OC(CO3)CO ([8-Methyl-2,3-Dihydro[1,4]Dioxino[2,3-f]Quinolin-2-yl]Methanol). RXN SMILES: C([O:8][CH2:9][CH:10]1[O:24][C:14]2=[C:15]3[C:20](=[CH:21][CH:22]=[C:13]2[O:12][CH2:11]1)[N:19]=[C:18]([CH3:23])[CH:17]=[CH:16]3)C1C=CC=CC=1>C(Cl)Cl>[CH3:23][C:18]1[CH:17]=[CH:16][C:15]2[C:20](=[CH:21][CH:22]=[C:13]3[O:12][CH2:11][CH:10]([CH2:9][OH:8])[O:24][C:14]3=2)[N:19]=1. Yield: 69.0%. Conditions: time 1 hour. Run in C(Cl)Cl (CH2Cl2). Starting materials: C(C1=CC=CC=C1)OCC1COC=2C(=C3C=CC(=NC3=CC2)C)O1 ((benzyloxy)methyl-8-methyl-2,3-dihydro[1,4]dioxino[2,3-f]quinoline), FeCl3.